From a dataset of the Open Reaction Database (ORD), a public repository of structured organic reaction records. describe an organic reaction: reactants, conditions, products, and yield Reactants: BrCC (bromoethane), C(=O)([O-])[O-].[K+].[K+] (K2CO3), OC=1C=C(C=O)C=C(C1)O (3,5-dihydroxybenzaldehyde), CN(C)C=O (DMF). Conditions: temperature 60 celsius. Product: C(C)OC=1C=C(C=O)C=C(C1)OCC (3,5-diethoxybenzaldehyde). As a reaction SMILES: O[C:2]1[CH:3]=[C:4]([CH:7]=[C:8]([OH:10])[CH:9]=1)[CH:5]=[O:6].Br[CH2:12][CH3:13].[C:14]([O-:17])([O-])=O.[K+].[K+].[CH3:20]N(C=O)C>>[CH2:12]([O:10][C:8]1[CH:7]=[C:4]([CH:3]=[C:2]([O:17][CH2:14][CH3:20])[CH:9]=1)[CH:5]=[O:6])[CH3:13] |f:2.3.4|. Procedure: An amount of 3,5-dihydroxybenzaldehyde (56a, 500 mg, 3.62 mmol) was dissolved in 10 mL DMF, anhydrous. It was added (2.0 g, 18.1 mmol) of bromoethane and 733 mg (5.34 mmol) of K2CO3. The reaction mixture was heated to 60° C. for 4-5 hrs. Afterwards, 100 mL of EtoAce was added to the reaction mixture, and the reaction mixture was washed with brine (3×200 mL). The organic layer was dried over Na2SO4 and evaporated in vacuuo to afford 3,5-diethoxybenzaldehyde (56b) which was carried onto the next s... Solvent: O1CCCC1 (tetrahydrofuran), O1CCCC1 (tetrahydrofuran). Product: C(C)C1(CC(=CC(=C1)CC)CC)C(C(=O)OCC)=O (ethyl 2-(1,3,5-triethylphenyl)-2-oxoacetate). Conditions: time 2 hour. Procedure details: On the other hand, to a 3 L volume four-necked flask, diethyl oxalate (295 g) and tetrahydrofuran (anhydrous) (350 ml) were added under a nitrogen atmosphere and cooled on ice-bath. The above mentioned solution of 1,3,5-triethylphenylmagnesium bromide in, tetrahydrofuran was added thereto with keeping the temperature below 10° C. The resulting mixture was stirred at room temperature for 2 hours. The pH of the mixture was adjusted to less than 2 with 20 w/w % of sulfuric acid under ice-cooling. T... Starting materials: C(C(=O)OCC)(=O)OCC (diethyl oxalate), S(O)(O)(=O)=O (sulfuric acid), C(C)C1(CC(=CC(=C1)CC)CC)[Mg]Br (1,3,5-triethylphenylmagnesium bromide). RXN SMILES: [C:1]([O:8][CH2:9][CH3:10])(=[O:7])[C:2]([O:4]CC)=O.[CH2:11]([C:13]1([Mg]Br)[CH:18]=[C:17]([CH2:19][CH3:20])[CH:16]=[C:15]([CH2:21][CH3:22])[CH2:14]1)[CH3:12].S(=O)(=O)(O)O>O1CCCC1>[CH2:19]([C:17]1([C:2](=[O:4])[C:1]([O:8][CH2:9][CH3:10])=[O:7])[CH:18]=[C:13]([CH2:11][CH3:12])[CH:14]=[C:15]([CH2:21][CH3:22])[CH2:16]1)[CH3:20]. Starting materials: C1CCOC1, COC(=O)CCc1cccc(OCc2ccc(-c3cccc(OC)c3)c(C)c2)c1, CO, [Li+], [OH-]. The product is COc1cccc(-c2ccc(COc3cccc(CCC(=O)O)c3)cc2C)c1. RXN SMILES: [CH2:32]1[O:33][CH2:34][CH2:35][CH2:36]1.[CH3:1][c:2]1[c:3](-[c:22]2[cH:23][c:24]([O:28][CH3:29])[cH:25][cH:26][cH:27]2)[cH:4][cH:5][c:6]([CH2:8][O:9][c:10]2[cH:11][c:12]([CH2:16][CH2:17][C:18](=[O:19])[O:20][CH3:21])[cH:13][cH:14][cH:15]2)[cH:7]1.[CH3:37][OH:38].[Li+:31].[OH-:30]>>[CH3:1][c:2]1[c:3](-[c:22]2[cH:23][c:24]([O:28][CH3:29])[cH:25][cH:26][cH:27]2)[cH:4][cH:5][c:6]([CH2:8][O:9][c:10]2[cH:11][c:12]([CH2:16][CH2:17][C:18](=[O:19])[OH:20])[cH:13][cH:14][cH:15]2)[cH:7]1. The reactants are BrC1=CN=C2N1C=CN=C2Cl (3-bromo-8-chloro-imidazo[1,2-a]pyrazine), CSCCN (2-methylsulfanyl-ethylamine). The product is BrC1=CN=C2N1C=CN=C2NCCSC ((3-Bromo-imidazo[1,2-a]pyrazin-8-yl)-(2-methylsulfanyl-ethyl)-amine). RXN SMILES: [Br:1][C:2]1[N:6]2[CH:7]=[CH:8][N:9]=[C:10](Cl)[C:5]2=[N:4][CH:3]=1.[CH3:12][S:13][CH2:14][CH2:15][NH2:16]>>[Br:1][C:2]1[N:6]2[CH:7]=[CH:8][N:9]=[C:10]([NH:16][CH2:15][CH2:14][S:13][CH3:12])[C:5]2=[N:4][CH:3]=1. Procedure details: (3-Bromo-imidazo[1,2-a]pyrazin-8-yl)-(2-methylsulfanyl-ethyl)-amine was prepared by a process analogous to that described in Example 2 starting from 3-bromo-8-chloro-imidazo[1,2-a]pyrazine and 2-methylsulfanyl-ethylamine.